Dataset: the Open Reaction Database (ORD), a public repository of structured organic reaction records. Task: describe an organic reaction: reactants, conditions, products, and yield Starting materials: CCCCCCCCCCOc1ccc(C(=O)Cl)cc1, CCCCCCCCc1ccc(O)c(N)c1, C1COCCO1, O, c1ccncc1. The product is CCCCCCCCCCOc1ccc(C(=O)Nc2cc(CCCCCCCC)ccc2O)cc1. RXN SMILES: [CH2:17]([CH2:18][CH2:19][CH2:20][CH2:21][CH2:22][CH2:23][CH2:24][CH2:25][CH3:26])[O:27][c:28]1[cH:29][cH:30][c:31]([C:32](=[O:33])[Cl:34])[cH:35][cH:36]1.[NH2:1][c:2]1[c:3]([OH:16])[cH:4][cH:5][c:6]([CH2:8][CH2:9][CH2:10][CH2:11][CH2:12][CH2:13][CH2:14][CH3:15])[cH:7]1.[O:37]1[CH2:38][CH2:39][O:40][CH2:41][CH2:42]1.[OH2:49].[cH:43]1[cH:44][cH:45][n:46][cH:47][cH:48]1>>[NH:1]([c:2]1[c:3]([OH:16])[cH:4][cH:5][c:6]([CH2:8][CH2:9][CH2:10][CH2:11][CH2:12][CH2:13][CH2:14][CH3:15])[cH:7]1)[C:32]([c:31]1[cH:30][cH:29][c:28]([O:27][CH2:17][CH2:18][CH2:19][CH2:20][CH2:21][CH2:22][CH2:23][CH2:24][CH2:25][CH3:26])[cH:36][cH:35]1)=[O:33]. Starting materials: O=C([O-])[O-], CN(C)C=O, FC(F)Cl, [K+], [K+], CC(=O)c1n[nH]c2ccccc12. Product: CC(=O)c1nn(C(F)F)c2ccccc12. Reaction SMILES: [C:17](=[O:18])([O-:19])[O-:20].[CH3:23][N:24]([CH3:25])[CH:26]=[O:27].[Cl:1][CH:2]([F:3])[F:4].[K+:21].[K+:22].[nH:5]1[n:6][c:7]([C:14]([CH3:15])=[O:16])[c:8]2[cH:9][cH:10][cH:11][cH:12][c:13]12>>[CH:2]([F:3])([F:4])[n:5]1[n:6][c:7]([C:14]([CH3:15])=[O:16])[c:8]2[cH:9][cH:10][cH:11][cH:12][c:13]12. Reactants: BrC1=NC(=C2N1C1=CC(=CC=C1N=C2C)F)C (1-Bromo-8-fluoro-3,4-dimethylimidazo[1,5-a]quinoxaline), COC1=C(C=CC=C1)B(O)O (2-methoxyphenylboronic acid), C(=O)([O-])[O-].[K+].[K+] (K2CO3). The reagents and catalysts are C=1C=CC(=CC1)[P](C=2C=CC=CC2)(C=3C=CC=CC3)[Pd]([P](C=4C=CC=CC4)(C=5C=CC=CC5)C=6C=CC=CC6)([P](C=7C=CC=CC7)(C=8C=CC=CC8)C=9C=CC=CC9)[P](C=1C=CC=CC1)(C=1C=CC=CC1)C=1C=CC=CC1 (Pd(PPh3)4). Yields the product FC1=CC=C2N=C(C=3N(C2=C1)C(=NC3C)C3=C(C=CC=C3)OC)C (8-Fluoro-1-(2-methoxyphenyl)-3,4-dimethylimidazo[1,5-a]quinoxaline). The yield is 89.6%. As a reaction SMILES: Br[C:2]1[N:6]2[C:7]3[C:12]([N:13]=[C:14]([CH3:15])[C:5]2=[C:4]([CH3:17])[N:3]=1)=[CH:11][CH:10]=[C:9]([F:16])[CH:8]=3.[CH3:18][O:19][C:20]1[CH:25]=[CH:24][CH:23]=[CH:22][C:21]=1B(O)O.C([O-])([O-])=O.[K+].[K+]>C1C=CC([P]([Pd]([P](C2C=CC=CC=2)(C2C=CC=CC=2)C2C=CC=CC=2)([P](C2C=CC=CC=2)(C2C=CC=CC=2)C2C=CC=CC=2)[P](C2C=CC=CC=2)(C2C=CC=CC=2)C2C=CC=CC=2)(C2C=CC=CC=2)C2C=CC=CC=2)=CC=1>[F:16][C:9]1[CH:8]=[C:7]2[C:12]([N:13]=[C:14]([CH3:15])[C:5]3[N:6]2[C:2]([C:21]2[CH:22]=[CH:23][CH:24]=[CH:25][C:20]=2[O:19][CH3:18])=[N:3][C:4]=3[CH3:17])=[CH:11][CH:10]=1 |f:2.3.4,^1:38,40,59,78|. Procedure details: Following the general Suzuki coupling procedure, reaction of bromide 5A (75 mg, 0.25 mmol), 2-methoxyphenylboronic acid (46 mg, 0.30 mmol), K2CO3 (105 mg, 0.75 mmol) and Pd(PPh3)4 (5.8 mg, 0.005 mmol) provided the coupling product as a white powder (72 mg, 90% yield). EIMS 322.1 [M+H]+. The reactants are CN(C)C.CBC#N (Trimethylamine methylcyanoborane), F[B-](F)(F)F.C(C)[O+](CC)CC (triethyloxonium tetrafluoroborate), CO (methanol). Solvent: ClCCl (dichloromethane), [OH-].[Na+] (NaOH), ClCCl (dichloromethane), [OH-].[Na+] (NaOH). Conditions: time 24 hour. The product is CN(C)C.C(C)NC(=O)CB (Trimethylamine (N-ethylcarbamoyl)methylborane). RXN SMILES: [CH3:1][N:2]([CH3:4])[CH3:3].[CH3:5][BH:6]C#N.F[B-](F)(F)F.C([O+]([CH2:19][CH3:20])CC)C.[CH3:21][OH:22]>ClCCl.[OH-].[Na+]>[CH3:1][N:2]([CH3:4])[CH3:3].[CH2:19]([NH:2][C:21]([CH2:5][BH2:6])=[O:22])[CH3:20] |f:0.1,2.3,6.7,8.9|. Reported procedure: Trimethylamine-methylcyanoborane (0.71 g, 4.20 mmol) in anhydrous dichloromethane (2.0 ml) was taken with a solution of triethyloxonium tetrafluoroborate (3.8 ml of 2.22 M solution in dichloromethane), under a static atmosphere of nitrogen. The mixture was stirred at room temperature for 24 h. It was cooled to 0° C., slowly brought to pH=11 by addition of 1 N NaOH and stirred at 0° C. After ca 0.25 h, it was diluted with dichloromethane (ca 15 ml) and 1 N NaOH (ca 20 ml) and stirred at room temp... Starting materials: CC1(NC(CCC1)(C)C)C (2,2,6,6-tetramethylpiperidine), O1C(COC2=CC=C(C=C2)C(C)(C)C2=CC=C(C=C2)OCC2CO2)C1 (2,2-bis[p-(2,3-epoxypropoxy)phenyl]propane). Solvent: C(C)(C)(C)O (t-butanol). Product: OC(COC1=CC=C(C=C1)C(C)(C)C1=CC=C(C=C1)OCC(CN1C(CCCC1(C)C)(C)C)O)CN1C(CCCC1(C)C)(C)C (2,2-bis{4-[2-hydroxy-3-(2,2,6,6-tetramethylpiperidino)propoxy]phenyl}propane). RXN SMILES: [CH3:1][C:2]1([CH3:10])[CH2:7][CH2:6][CH2:5][C:4]([CH3:9])([CH3:8])[NH:3]1.[O:11]1[CH2:35][CH:12]1[CH2:13][O:14][C:15]1[CH:20]=[CH:19][C:18]([C:21]([C:24]2[CH:29]=[CH:28][C:27]([O:30][CH2:31][CH:32]3[O:34][CH2:33]3)=[CH:26][CH:25]=2)([CH3:23])[CH3:22])=[CH:17][CH:16]=1>C(O)(C)(C)C>[OH:34][CH:32]([CH2:33][N:3]1[C:4]([CH3:9])([CH3:8])[CH2:5][CH2:6][CH2:7][C:2]1([CH3:10])[CH3:1])[CH2:31][O:30][C:27]1[CH:26]=[CH:25][C:24]([C:21]([C:18]2[CH:19]=[CH:20][C:15]([O:14][CH2:13][CH:12]([OH:11])[CH2:35][N:3]3[C:4]([CH3:9])([CH3:8])[CH2:5][CH2:6][CH2:7][C:2]3([CH3:10])[CH3:1])=[CH:16][CH:17]=2)([CH3:22])[CH3:23])=[CH:29][CH:28]=1. Procedure: To 50 ml of t-butanol were added 14.1 g of 2,2,6,6-tetramethylpiperidine and 10.2 g of 2,2-bis[p-(2,3-epoxypropoxy)phenyl]propane, and the mixture was reacted following the procedure described in Example 21 to give the desired Compound No. 1 in the form of white crystals melting at 110°-112° C.